From a dataset of the Open Reaction Database (ORD), a public repository of structured organic reaction records. describe an organic reaction: reactants, conditions, products, and yield Reactants: COC(C1=C(C=CC=C1[N+](=O)[O-])F)=O (2-fluoro-6-nitrobenzoic acid methyl ester), NCC(C)N (1,2-diaminopropane), C(C)(C)N(CC)C(C)C (diisopropylethylamine). Solvent: O1CCOCC1 (1,4-dioxane). The product is CC1NC(C2=C(NC1)C=CC=C2[N+](=O)[O-])=O (3-Methyl-6-nitro-1,2,3,4-tetrahydro-benzo[e][1,4]diazepin-5-one). The yield is 66.6%. As a reaction SMILES: CO[C:3](=[O:14])[C:4]1[C:9]([N+:10]([O-:12])=[O:11])=[CH:8][CH:7]=[CH:6][C:5]=1F.[NH2:15][CH2:16][CH:17]([NH2:19])[CH3:18].C(N(C(C)C)CC)(C)C>O1CCOCC1>[CH3:18][CH:17]1[CH2:16][NH:15][C:5]2[CH:6]=[CH:7][CH:8]=[C:9]([N+:10]([O-:12])=[O:11])[C:4]=2[C:3](=[O:14])[NH:19]1. Reported procedure: A solution of 2-fluoro-6-nitrobenzoic acid methyl ester (500 mg, 2.51 mmol) in 1,4-dioxane (3 mL) was treated with 1,2-diaminopropane (0.186 mL, 2.51 mmol) and diisopropylethylamine (0.874 mL, 2.51 mmol). The reaction was irradiated at 140° C. for 20 minutes. The reaction mixture was then reduced en vacuo and purified by flash column chromatography (0% ethyl acetate/hexanes—100% ethyl acetate/hexanes) to afford 370 mg of 3-Methyl-6-nitro-1,2,3,4-tetrahydro-benzo[e][1,4]diazepin-5-one and 2-Methy...